Dataset: the Open Reaction Database (ORD), a public repository of structured organic reaction records. Task: describe an organic reaction: reactants, conditions, products, and yield The reactants are COC=1C=C(C=CC1)NC(C1=CC(=C(C=C1)C)B1OC(C(O1)(C)C)(C)C)=O (N-(3-Methoxyphenyl)-4-methyl-3-(4,4,5,5-tetramethyl-[1,3,2]dioxaborolan-2-yl)-benzamide), COC=1C=C(C=CC1)NC(C1=CC(=C(C=C1)C)B1OC(C(O1)(C)C)(C)C)=O (N-(3-Methoxyphenyl)-4-methyl-3-(4,4,5,5-tetramethyl-[1,3,2]dioxaborolan-2-yl)-benzamide), C([O-])([O-])=O.[Na+].[Na+] (sodium carbonate), BrC1=CC2=C(C(=NO2)C2CCNCC2)C=C1 (6-bromo-3-piperidin-4-yl-1,2-benzisoxazole). Reagents/catalysts: [Pd].C1(=CC=CC=C1)P(C1=CC=CC=C1)C1=CC=CC=C1.C1(=CC=CC=C1)P(C1=CC=CC=C1)C1=CC=CC=C1.C1(=CC=CC=C1)P(C1=CC=CC=C1)C1=CC=CC=C1.C1(=CC=CC=C1)P(C1=CC=CC=C1)C1=CC=CC=C1 (tetrakis (triphenylphosphine) palladium). Solvent: COCCOC (DME). The product is COC=1C=C(C=CC1)NC(C1=CC(=C(C=C1)C)C1=CC2=C(C(=NO2)C2CCNCC2)C=C1)=O (N-(3-Methoxyphenyl)-4-methyl-3-(3-piperidin-4-yl-1,2-benzisoxazol-6-yl)benzamide). The yield is 57.0%. RXN SMILES: [CH3:1][O:2][C:3]1[CH:4]=[C:5]([NH:9][C:10](=[O:27])[C:11]2[CH:16]=[CH:15][C:14]([CH3:17])=[C:13](B3OC(C)(C)C(C)(C)O3)[CH:12]=2)[CH:6]=[CH:7][CH:8]=1.C(=O)([O-])[O-].[Na+].[Na+].Br[C:35]1[CH:49]=[CH:48][C:38]2[C:39]([CH:42]3[CH2:47][CH2:46][NH:45][CH2:44][CH2:43]3)=[N:40][O:41][C:37]=2[CH:36]=1>[Pd].C1(P(C2C=CC=CC=2)C2C=CC=CC=2)C=CC=CC=1.C1(P(C2C=CC=CC=2)C2C=CC=CC=2)C=CC=CC=1.C1(P(C2C=CC=CC=2)C2C=CC=CC=2)C=CC=CC=1.C1(P(C2C=CC=CC=2)C2C=CC=CC=2)C=CC=CC=1.COCCOC>[CH3:1][O:2][C:3]1[CH:4]=[C:5]([NH:9][C:10](=[O:27])[C:11]2[CH:16]=[CH:15][C:14]([CH3:17])=[C:13]([C:35]3[CH:49]=[CH:48][C:38]4[C:39]([CH:42]5[CH2:43][CH2:44][NH:45][CH2:46][CH2:47]5)=[N:40][O:41][C:37]=4[CH:36]=3)[CH:12]=2)[CH:6]=[CH:7][CH:8]=1 |f:1.2.3,5.6.7.8.9|. Procedure: N-(3-Methoxyphenyl)-4-methyl-3-(4,4,5,5-tetramethyl-[1,3,2]dioxaborolan-2-yl)-benzamide (Intermediate 19, 54 mg), DME (3 ml), aqueous sodium carbonate (1M, 2 ml), tetrakis (triphenylphosphine) palladium (20 mg) and 6-bromo-3-piperidin-4-yl-1,2-benzisoxazole (44 mg) were heated together at 80° C. under nitrogen for 18 h. The solvent was evaporated and the residue was purified by column chromatography on silica (10 g) eluting with dichloromethane:ethanol:ammonia (40:8:1) to give the title compound... Starting materials: [N+](=O)([O-])C=1C=C(CN2C=CC3=CC(=CC=C23)C(=O)O)C=CC1 (1-(3-nitrobenzyl)indole-5-carboxylic acid), CC1=C(C=CC=C1)S(=O)(=O)N (2-methylbenzene sulphonamide), Cl.CN(CCCN=C=NCC)C (1-(3-dimethylaminopropyl)-3-ethylcarbodiimide hydrochloride). The reagents and catalysts are CN(C1=CC=NC=C1)C (4-dimethylaminopyridine). Solvent: ClCCl (dichloromethane), ClCCl (dichloromethane). Yields the product [N+](=O)([O-])C=1C=C(CN2C=CC3=CC(=CC=C23)C(=O)NS(=O)(=O)C2=C(C=CC=C2)C)C=CC1 (N-[1-(3-nitrobenzyl)indol-5-ylcarbonyl]-2-methylbenzene sulphonamide). As a reaction SMILES: [N+:1]([C:4]1[CH:5]=[C:6]([CH:20]=[CH:21][CH:22]=1)[CH2:7][N:8]1[C:16]2[C:11](=[CH:12][C:13]([C:17]([OH:19])=O)=[CH:14][CH:15]=2)[CH:10]=[CH:9]1)([O-:3])=[O:2].[CH3:23][C:24]1[CH:29]=[CH:28][CH:27]=[CH:26][C:25]=1[S:30]([NH2:33])(=[O:32])=[O:31].Cl.CN(C)CCCN=C=NCC>ClCCl.CN(C)C1C=CN=CC=1>[N+:1]([C:4]1[CH:5]=[C:6]([CH:20]=[CH:21][CH:22]=1)[CH2:7][N:8]1[C:16]2[C:11](=[CH:12][C:13]([C:17]([NH:33][S:30]([C:25]3[CH:26]=[CH:27][CH:28]=[CH:29][C:24]=3[CH3:23])(=[O:31])=[O:32])=[O:19])=[CH:14][CH:15]=2)[CH:10]=[CH:9]1)([O-:3])=[O:2] |f:2.3|. Procedure details: The carboxylic acid (Example 2) (6.2 g) was stirred at room temperature in dichloromethane (50 ml) with 2-methylbenzene sulphonamide (3.4 g), 1-(3-dimethylaminopropyl)-3-ethylcarbodiimide hydrochloride (4.6 g) and 4-dimethylaminopyridine (0.25 g) for 72 hours. The reaction mixture was diluted with dichloromethane and washed with 0.5N hydrochloric acid, then water. The organic extract was dried over anhydrous magnesium sulphate, filtered and evaporated in vacuo. Purification by flash chromatograp... The reactants are BrCCC(F)(F)F (3-bromo-1,1,1-trifluoropropane), C([O-])([O-])=O.[K+].[K+] (potassium carbonate), C(O)CN (ethanolamine). Solvent: O1CCOCC1 (dioxane). Product: N (ammonia), FC(CCNCCO)(F)F (2-((3,3,3-trifluoropropyl)amino)ethanol). The yield is 111.6%. As a reaction SMILES: Br[CH2:2][CH2:3][C:4]([F:7])([F:6])[F:5].C(=O)([O-])[O-].[K+].[K+].[CH2:14]([CH2:16][NH2:17])[OH:15]>O1CCOCC1>[NH3:17].[F:5][C:4]([F:7])([F:6])[CH2:3][CH2:2][NH:17][CH2:16][CH2:14][OH:15] |f:1.2.3|. Reported procedure: 3-bromo-1,1,1-trifluoropropane (5.5 ml, 51.65 mmol) in dioxane (50 ml) in the presence of potassium carbonate (14.15 g, 102.5 mmol) was reacted with ethanolamine (3.0 ml, 51 mmol) at 60° C. for 36 hours. The solvent was evaporated and the residue purified by chromatography on silica gel. Elution with dichloromethane:methanol (95:5) then increased polarity to dichloromethane:methanolic ammonia (95:5) yielded 2-((3,3,3-trifluoropropyl)amino)ethanol (4.47 g, 55% yield): The reactants are C1(=CC=CC=C1)S(=O)(=O)NC1=C(C2=C(S1)CCCC2)C(=O)OCC (ethyl 2-benzenesulphonylamino-4,5,6,7-tetrahydro-benzo[b]thiophene-3-carboxylate), ethyl 2-amino-4,5,6,7-tetrahydrobenzo[b]thiophene-3-carboxlyate, COC=1C=C(C=CC1)S(=O)(=O)Cl (3-methoxybenzenesulphonyl chloride). The product is COC=1C=C(C=CC1)S(=O)(=O)NC1=C(C2=C(S1)CCCC2)C(=O)OCC (Ethyl 2-(3-methoxybenzenesulphonylamino)-4,5,6,7-tetrahydrobenzo[b]thiophene-3-carboxylate). RXN SMILES: [C:1]1([S:7]([NH:10][C:11]2[S:15][C:14]3[CH2:16][CH2:17][CH2:18][CH2:19][C:13]=3[C:12]=2[C:20]([O:22][CH2:23][CH3:24])=[O:21])(=[O:9])=[O:8])[CH:6]=[CH:5][CH:4]=[CH:3][CH:2]=1.[CH3:25][O:26]C1C=C(S(Cl)(=O)=O)C=CC=1>>[CH3:25][O:26][C:5]1[CH:6]=[C:1]([S:7]([NH:10][C:11]2[S:15][C:14]3[CH2:16][CH2:17][CH2:18][CH2:19][C:13]=3[C:12]=2[C:20]([O:22][CH2:23][CH3:24])=[O:21])(=[O:9])=[O:8])[CH:2]=[CH:3][CH:4]=1. Procedure details: Prepared by proceeding in a similar manner to Intermediate 1, starting from ethyl 2-amino-4,5,6,7-tetrahydrobenzo[b]thiophene-3-carboxlyate and 3-methoxybenzenesulphonyl chloride.